Dataset: the Open Reaction Database (ORD), a public repository of structured organic reaction records. Task: describe an organic reaction: reactants, conditions, products, and yield Starting materials: CC(C)(C)OC(=O)N1CCc2cn(-c3ccc(Br)cc3)nc2CC1, O=C([O-])[O-], CNCCNC, [Cu]I, [K+], [K+], O=C1NCCO1, C1COCCO1. Yields the product CC(C)(C)OC(=O)N1CCc2cn(-c3ccc(N4CCOC4=O)cc3)nc2CC1. RXN SMILES: [Br:1][c:2]1[cH:3][cH:4][c:5](-[n:8]2[n:9][c:10]3[c:16]([cH:17]2)[CH2:15][CH2:14][N:13]([C:18](=[O:19])[O:20][C:21]([CH3:22])([CH3:23])[CH3:24])[CH2:12][CH2:11]3)[cH:6][cH:7]1.[C:31](=[O:32])([O-:33])[O-:34].[CH3:37][NH:38][CH2:39][CH2:40][NH:41][CH3:42].[Cu:49][I:50].[K+:35].[K+:36].[O:25]1[C:26](=[O:30])[NH:27][CH2:28][CH2:29]1.[O:43]1[CH2:44][CH2:45][O:46][CH2:47][CH2:48]1>>[c:2]1([N:27]2[C:26](=[O:30])[O:25][CH2:29][CH2:28]2)[cH:3][cH:4][c:5](-[n:8]2[n:9][c:10]3[c:16]([cH:17]2)[CH2:15][CH2:14][N:13]([C:18](=[O:19])[O:20][C:21]([CH3:22])([CH3:23])[CH3:24])[CH2:12][CH2:11]3)[cH:6][cH:7]1. Starting materials: C(C)OC(CSC1=NC(=CC(=N1)O)C1=CC=CC=C1)=O ((4-hydroxy-6-phenyl-2-pyrimidinylthio)acetic acid ethyl ester), P(=O)(Cl)(Cl)Cl (phosphorus oxychloride). The product is C(C)OC(CSC1=NC(=CC(=N1)Cl)C1=CC=CC=C1)=O ((4-Chloro-6-phenyl-2-pyrimidinylthio)acetic acid ethyl ester). As a reaction SMILES: [CH2:1]([O:3][C:4](=[O:20])[CH2:5][S:6][C:7]1[N:12]=[C:11](O)[CH:10]=[C:9]([C:14]2[CH:19]=[CH:18][CH:17]=[CH:16][CH:15]=2)[N:8]=1)[CH3:2].P(Cl)(Cl)([Cl:23])=O>>[CH2:1]([O:3][C:4](=[O:20])[CH2:5][S:6][C:7]1[N:12]=[C:11]([Cl:23])[CH:10]=[C:9]([C:14]2[CH:19]=[CH:18][CH:17]=[CH:16][CH:15]=2)[N:8]=1)[CH3:2]. Procedure details: A solution of 18.0 g of (4-hydroxy-6-phenyl-2-pyrimidinylthio)acetic acid ethyl ester in 200 ml. of phosphorus oxychloride was heated under reflux for 17 hr. The excess phosphorus oxychloride was removed in a rotary evaporator. The residual oil crystallized on standing. Recrystallization from petroleum ether afforded 8.7 g of the title compound, mp. 82°-84°C. Product: CC(C)(c1ccc(O)cc1)c1ccc(O)cc1. As a reaction SMILES: [C:8](=[CH2:9])([CH3:10])[c:11]1[cH:12][cH:13][c:14]([OH:17])[cH:15][cH:16]1.[CH3:18][C:19](=[O:20])[CH3:21].[OH:1][c:2]1[cH:3][cH:4][cH:5][cH:6][cH:7]1>>[OH:1][c:2]1[cH:3][cH:4][c:5]([C:8]([CH3:9])([CH3:10])[c:11]2[cH:12][cH:13][c:14]([OH:17])[cH:15][cH:16]2)[cH:6][cH:7]1. Starting materials: C=C(C)c1ccc(O)cc1, CC(C)=O, Oc1ccccc1. Starting materials: Br (hydrobromic acid), NC1=CC=CC=2CC(OC21)(C)C (7-amino-2,3-dihydro-2,2-dimethylbenzofuran), N(=O)[O-].[Na+] (sodium nitrite), diazonium salt, Br (hydrobromic acid). The reagents and catalysts are [Cu]Br (copper(I) bromide). Run in O (water), O (water). Run at temperature 80 celsius, time 1 hour. Product: BrC1=CC=CC=2CC(OC21)(C)C (7-bromo-2,3-dihydro-2,2-dimethylbenzofuran). As a reaction SMILES: N[C:2]1[C:10]2[O:9][C:8]([CH3:12])([CH3:11])[CH2:7][C:6]=2[CH:5]=[CH:4][CH:3]=1.[BrH:13].N([O-])=O.[Na+]>O.[Cu]Br>[Br:13][C:2]1[C:10]2[O:9][C:8]([CH3:12])([CH3:11])[CH2:7][C:6]=2[CH:5]=[CH:4][CH:3]=1 |f:2.3|. Procedure: Under a nitrogen atmosphere, 10.0 grams (0.061 mole) of 7-amino-2,3-dihydro-2,2-dimethylbenzofuran was stirred and cooled in an ice-water bath. To this was added 17.4 mL (0.153 mole) of aqueous 48% hydrobromic acid, followed by the dropwise addition of a solution of 4.2 grams (0.061 mole) of sodium nitrite in 50 mL of water. The reaction mixture temperature was maintained at below 10° C. throughout the addition. In a separate reaction vessel, a stirred mixture of 4.8 grams (0.034 mole) of copper... The product is CCC(CC)N1CCN(C)c2c1cc(C)nc2Oc1c(C)cc(C)cc1C. Reaction SMILES: [BH3:32].[CH2:1]([CH3:2])[CH:3]([CH2:4][CH3:5])[N:6]1[c:7]2[c:8]([c:14]([O:19][c:20]3[c:21]([CH3:28])[cH:22][c:23]([CH3:27])[cH:24][c:25]3[CH3:26])[n:15][c:16]([CH3:18])[cH:17]2)[N:9]([CH3:13])[C:10](=[O:12])[CH2:11]1.[CH2:33]1[O:34][CH2:35][CH2:36][CH2:37]1.[CH3:29][S:30][CH3:31]>>[CH2:1]([CH3:2])[CH:3]([CH2:4][CH3:5])[N:6]1[c:7]2[c:8]([c:14]([O:19][c:20]3[c:21]([CH3:28])[cH:22][c:23]([CH3:27])[cH:24][c:25]3[CH3:26])[n:15][c:16]([CH3:18])[cH:17]2)[N:9]([CH3:13])[CH2:10][CH2:11]1. Reactants: B, CCC(CC)N1CC(=O)N(C)c2c1cc(C)nc2Oc1c(C)cc(C)cc1C, C1CCOC1, CSC. Reactants: C(CCC)[Li] (butyl lithium), C(C=C)C(C(=O)OCC)(C(=O)OCC)CCCCCI (diethyl allyl(5-iodopentyl)malonate), [Cl-].[NH4+] (ammonium chloride). The reagents and catalysts are [Cu](I)I (copper iodide). Solvent: C1CCOC1 (THF). Run at temperature 0 celsius, time 5 hour. Product: C(C=C)C(C(=O)OCC)(C(=O)OCC)CCCCCCCCC (diethyl allyl(nonyl)malonate). The yield is 71.7%. As a reaction SMILES: [CH2:1]([Li])[CH2:2][CH2:3][CH3:4].[CH2:6]([C:9]([CH2:20][CH2:21][CH2:22][CH2:23][CH2:24]I)([C:15]([O:17][CH2:18][CH3:19])=[O:16])[C:10]([O:12][CH2:13][CH3:14])=[O:11])[CH:7]=[CH2:8].[Cl-].[NH4+]>[Cu](I)I.C1COCC1>[CH2:6]([C:9]([CH2:20][CH2:21][CH2:22][CH2:23][CH2:24][CH2:1][CH2:2][CH2:3][CH3:4])([C:15]([O:17][CH2:18][CH3:19])=[O:16])[C:10]([O:12][CH2:13][CH3:14])=[O:11])[CH:7]=[CH2:8] |f:2.3|. Procedure: To a THF suspension (2.1 ml) containing copper iodide (0.228 g, 1.2 mmol) was added dropwise at −10° C. butyl lithium (2.4 mmol in 0.88 ml of 2.68M hexane solution). The reaction liquid was heated to 0° C. over 30 minutes and then given diethyl allyl(5-iodopentyl)malonate (0.40 g, 1 mmol), followed by stirring at 0° C. for 5 hours. After addition of a saturated aqueous solution of ammonium chloride, the reaction product was purified as in Referential Example 1. Thus there was obtained 0.234 g of...